Task: describe an organic reaction: reactants, conditions, products, and yield. Dataset: the Open Reaction Database (ORD), a public repository of structured organic reaction records Reactants: BrC(Br)(Br)Br, O=Cc1ccc(OCc2ccccc2)cc1OCc1ccccc1, CCCCC, ClCCl, c1ccc(P(c2ccccc2)c2ccccc2)cc1. The product is BrC(Br)=Cc1ccc(OCc2ccccc2)cc1OCc1ccccc1. Reaction SMILES: [C:20]([Br:21])([Br:22])([Br:23])[Br:24].[CH2:25]([c:26]1[cH:27][cH:28][cH:29][cH:30][cH:31]1)[O:32][c:33]1[c:34]([CH:35]=[O:36])[cH:37][cH:38][c:39]([O:41][CH2:42][c:43]2[cH:44][cH:45][cH:46][cH:47][cH:48]2)[cH:40]1.[CH3:49][CH2:50][CH2:51][CH2:52][CH3:53].[Cl:54][CH2:55][Cl:56].[c:1]1([P:2]([c:3]2[cH:4][cH:5][cH:6][cH:7][cH:8]2)[c:9]2[cH:10][cH:11][cH:12][cH:13][cH:14]2)[cH:15][cH:16][cH:17][cH:18][cH:19]1>>[C:20]([Br:21])([Br:24])=[CH:35][c:34]1[c:33]([O:32][CH2:25][c:26]2[cH:27][cH:28][cH:29][cH:30][cH:31]2)[cH:40][c:39]([O:41][CH2:42][c:43]2[cH:44][cH:45][cH:46][cH:47][cH:48]2)[cH:38][cH:37]1. The reactants are C(=O)([O-])[O-].[Na+].[Na+] (Na2CO3), C(=O)(OC(C)(C)C)N([C@@H]([C@@H](C)CC)C(=O)O)C (Boc-MeIle-OH), O (water), B.C1CCOC1 (BH3-THF). Run in C1CCOC1 (THF). Conditions: temperature 0 celsius, time 1 hour. Yields the product C(C)(C)(C)OC(N(C)[C@@H]([C@H](CC)C)CO)=O ((1S,2S)-(1-Hydroxymethyl-2-methyl-butyl)-methyl-carbamic Acid tert-butyl Ester). The yield is 99.7%. As a reaction SMILES: [C:1]([N:8]([CH3:17])[C@H:9]([C:14](O)=[O:15])[C@H:10]([CH2:12][CH3:13])[CH3:11])([O:3][C:4]([CH3:7])([CH3:6])[CH3:5])=[O:2].B.C1COCC1.O.C([O-])([O-])=O.[Na+].[Na+]>C1COCC1>[C:4]([O:3][C:1](=[O:2])[N:8]([C@H:9]([CH2:14][OH:15])[C@@H:10]([CH3:11])[CH2:12][CH3:13])[CH3:17])([CH3:5])([CH3:7])[CH3:6] |f:1.2,4.5.6|. Procedure: 39.3 g Boc-MeIle-OH (0.160 mol; Synthetech) were dissolved in 160 ml THF and cooled to 0° C. 240 ml 1M BH3-THF (0.24 mol; Fluka) were added at 0° C. over 1 h and the clear, colorless reaction mixture was warmed up and stirred at RT for 1 h. The reaction mixture was again cooled to 0° C., 100 ml deionized water were carefully added at 0-5° C. over 0.5 h and after warming up to RT stirring was continued for 1 h. To the colorless solution were added 250 ml 10% Na2CO3 all at once and after stirring ... Reactants: CC1OC1(Cn1cncn1)c1ccc(F)cc1F, O=c1[nH]ncn1-c1ccc(-n2cccn2)cc1. Product: CC(n1ncn(-c2ccc(-n3cccn3)cc2)c1=O)C(O)(Cn1cncn1)c1ccc(F)cc1F. Reaction SMILES: [F:1][c:2]1[c:3]([C:9]2([CH2:13][n:14]3[n:15][cH:16][n:17][cH:18]3)[O:10][CH:11]2[CH3:12])[cH:4][cH:5][c:6]([F:8])[cH:7]1.[n:19]1(-[c:24]2[cH:25][cH:26][c:27](-[n:30]3[c:31](=[O:35])[nH:32][n:33][cH:34]3)[cH:28][cH:29]2)[n:20][cH:21][cH:22][cH:23]1>>[F:1][c:2]1[c:3]([C:9]([OH:10])([CH:11]([CH3:12])[n:32]2[c:31](=[O:35])[n:30](-[c:27]3[cH:26][cH:25][c:24](-[n:19]4[n:20][cH:21][cH:22][cH:23]4)[cH:29][cH:28]3)[cH:34][n:33]2)[CH2:13][n:14]2[n:15][cH:16][n:17][cH:18]2)[cH:4][cH:5][c:6]([F:8])[cH:7]1.